From a dataset of the Open Reaction Database (ORD), a public repository of structured organic reaction records. describe an organic reaction: reactants, conditions, products, and yield Reactants: C1CCC2=NCCCN2CC1 (DBU), NCCOC1=C(C(=NC=N1)NS(=O)(=O)C1=CC=C(C=C1)C(C)(C)C)C1=CC=C(C=C1)C (N-[6-(2-amino-ethoxy)-5-p-tolyl-pyrimidin-4-yl]-4-tert.-butyl-benzenesulfonamide), S(=O)(=O)(C1=CC=C(C)C=C1)Cl (tosylchloride). The product is C(C)(C)(C)C1=CC=C(C=C1)S(=O)(=O)NC1=NC=NC(=C1C1=CC=C(C=C1)C)OCCNS(=O)(=O)C=1C(=CC=CC1)C (4-tert.-butyl-N-{6-[2-(toluenesulfonyl-amino)-ethoxy]-5-p-tolyl-pyrimidin-4-yl}-benzenesulfonamide). As a reaction SMILES: [CH2:1]1CCN2C(=NCCC2)CC1.[NH2:12][CH2:13][CH2:14][O:15][C:16]1[N:21]=[CH:20][N:19]=[C:18]([NH:22][S:23]([C:26]2[CH:31]=[CH:30][C:29]([C:32]([CH3:35])([CH3:34])[CH3:33])=[CH:28][CH:27]=2)(=[O:25])=[O:24])[C:17]=1[C:36]1[CH:41]=[CH:40][C:39]([CH3:42])=[CH:38][CH:37]=1.[S:43](Cl)([C:46]1[CH:52]=[CH:51][C:49](C)=[CH:48][CH:47]=1)(=[O:45])=[O:44]>>[C:32]([C:29]1[CH:30]=[CH:31][C:26]([S:23]([NH:22][C:18]2[C:17]([C:36]3[CH:37]=[CH:38][C:39]([CH3:42])=[CH:40][CH:41]=3)=[C:16]([O:15][CH2:14][CH2:13][NH:12][S:43]([C:46]3[C:47]([CH3:1])=[CH:48][CH:49]=[CH:51][CH:52]=3)(=[O:44])=[O:45])[N:21]=[CH:20][N:19]=2)(=[O:24])=[O:25])=[CH:27][CH:28]=1)([CH3:35])([CH3:34])[CH3:33]. Reported procedure: According to Example 4a) with DBU instead of Hünig's base, 200 mg N-[6-(2-amino-ethoxy)-5-p-tolyl-pyrimidin-4-yl]-4-tert.-butyl-benzenesulfonamide was reacted with tosylchloride to give 147 mg 4-tert.-butyl-N-{6-[2-(toluenesulfonyl-amino)-ethoxy]-5-p-tolyl-pyrimidin-4-yl}-benzenesulfonamide. LC-MS: tR=5.85 min, [M−1]−=593.50. Reactants: ClC1=NC(=NC=C1C(F)(F)F)NC1=C(C=C(CP(OCC)(OCC)=O)C=C1)OC (diethyl (4-{[4-chloro-5-(trifluoromethyl) pyrimidin-2-yl]amino}-3-methoxybenzyl)phosphonate), NC=1C=CC(=C2CN(C(C12)=O)C)C(=O)N1CCCC1 (7-amino-2-methyl-4-(pyrrolidin-1-ylcarbonyl)-2,3-dihydro-1H-isoindol-1-one), ( 100 ). Product: COC=1C=C(CP(OCC)(OCC)=O)C=CC1NC1=NC=C(C(=N1)NC1=C2C(N(CC2=C(C=C1)C(=O)N1CCCC1)C)=O)C(F)(F)F (Diethyl (3-methoxy-4-{[4-{[2-methyl-3-oxo-7-(pyrrolidin-1-ylcarbonyl)-2,3-dihydro-1H-isoindol-4-yl]amino}-5-(trifluoromethyl)pyrimidin-2-yl]amino}benzyl)phosphonate). Reaction SMILES: Cl[C:2]1[C:7]([C:8]([F:11])([F:10])[F:9])=[CH:6][N:5]=[C:4]([NH:12][C:13]2[CH:27]=[CH:26][C:16]([CH2:17][P:18](=[O:25])([O:22][CH2:23][CH3:24])[O:19][CH2:20][CH3:21])=[CH:15][C:14]=2[O:28][CH3:29])[N:3]=1.[NH2:30][C:31]1[CH:32]=[CH:33][C:34]([C:42]([N:44]2[CH2:48][CH2:47][CH2:46][CH2:45]2)=[O:43])=[C:35]2[C:39]=1[C:38](=[O:40])[N:37]([CH3:41])[CH2:36]2>>[CH3:29][O:28][C:14]1[CH:15]=[C:16]([CH:26]=[CH:27][C:13]=1[NH:12][C:4]1[N:3]=[C:2]([NH:30][C:31]2[CH:32]=[CH:33][C:34]([C:42]([N:44]3[CH2:45][CH2:46][CH2:47][CH2:48]3)=[O:43])=[C:35]3[C:39]=2[C:38](=[O:40])[N:37]([CH3:41])[CH2:36]3)[C:7]([C:8]([F:11])([F:10])[F:9])=[CH:6][N:5]=1)[CH2:17][P:18](=[O:25])([O:22][CH2:23][CH3:24])[O:19][CH2:20][CH3:21]. Procedure: The title compound was prepared using the procedure for Example 102 with diethyl (4-{[4-chloro-5-(trifluoromethyl) pyrimidin-2-yl]amino}-3-methoxybenzyl)phosphonate and Compound 116A. MS (ES+): m/z 677.46 (100) [MH+]; HPLC: tR=0.98 min (UPLC, purity). Reactants: CC1=CCC(CC1)C(C)C (1-methyl-4-(1-methylethyl)-cyclohexene), CC1=CC(=CC=C1)C(C)C (1-methyl-3-(1-methylethyl) benzene), cis-p-menth-8(10)en-ol, CC(CC)CCCCCC (3-methyl nonane). Product: CC1=CC[C@@H](CC1)C(=C)C (Limonene). Reaction SMILES: [CH3:1][C:2]1[CH2:7][CH2:6][CH:5]([CH:8]([CH3:10])[CH3:9])[CH2:4][CH:3]=1.CC(CCCCCC)CC.CC1C=CC=C(C(C)C)C=1>>[CH3:1][C:2]1[CH2:7][CH2:6][C@@H:5]([C:8]([CH3:10])=[CH2:9])[CH2:4][CH:3]=1. Procedure details: Mixture components were 45% C10H14 and about 55% C10H20 with trace amounts of 1-methyl-4-(1-methylethyl)-cyclohexene, cis-p-menth-8(10)en-ol, 3-methyl nonane and 1-methyl-3-(1-methylethyl) benzene as determined by gas chromatography. The reactants are three, OCC=1C=CC(=NC1)NC=1N=C2C(=NC1)N(C=C2C(C(C)(C)C)=O)COCC[Si](C)(C)C (1-(2-(5-(hydroxymethyl)pyridin-2-ylamino)-5-((2-(trimethylsilyl)ethoxy)methyl)-5H-pyrrolo[2,3-b]pyrazin-7-yl)-2,2-dimethylpropan-1-one). Reagents/catalysts: O=[Mn]=O (MnO2). Run in C(Cl)Cl (CH2Cl2). Reaction conditions: time 15 minute. Product: C(C(C)(C)C)(=O)C1=CN(C2=NC=C(N=C21)NC2=NC=C(C=O)C=C2)COCC[Si](C)(C)C (6-(7-pivaloyl-5-((2-(trimethylsilyl)ethoxy)-methyl)-5H-pyrrolo[2,3-b]pyrazin-2-ylamino)nicotinaldehyde). Yield: 66.7%. RXN SMILES: [OH:1][CH2:2][C:3]1[CH:4]=[CH:5][C:6]([NH:9][C:10]2[N:11]=[C:12]3[C:18]([C:19](=[O:24])[C:20]([CH3:23])([CH3:22])[CH3:21])=[CH:17][N:16]([CH2:25][O:26][CH2:27][CH2:28][Si:29]([CH3:32])([CH3:31])[CH3:30])[C:13]3=[N:14][CH:15]=2)=[N:7][CH:8]=1>C(Cl)Cl.O=[Mn]=O>[C:19]([C:18]1[C:12]2[C:13](=[N:14][CH:15]=[C:10]([NH:9][C:6]3[CH:5]=[CH:4][C:3]([CH:2]=[O:1])=[CH:8][N:7]=3)[N:11]=2)[N:16]([CH2:25][O:26][CH2:27][CH2:28][Si:29]([CH3:30])([CH3:32])[CH3:31])[CH:17]=1)(=[O:24])[C:20]([CH3:23])([CH3:22])[CH3:21]. Procedure details: To a 100 ml three necked round bottom flask 1-(2-(5-(hydroxymethyl)pyridin-2-ylamino)-5-((2-(trimethylsilyl)ethoxy)methyl)-5H-pyrrolo[2,3-b]pyrazin-7-yl)-2,2-dimethylpropan-1-one (0.5 g, 0.00109 mole) was taken in CH2Cl2 (20 ml). MnO2 (1.9 g, 0.0219 mole) was added in one portion at room temperature under nitrogen atmosphere. The reaction mixture was stirred for 15 min. After completion of the reaction, the reaction mixture was filtered through celite bed and washed with CH2Cl2. The filtrate was... Product: C(C)C=1C[C@@H]2CC([C@@H]2C1)=CC(=O)OC(C)(C)C (tert-butyl [(1R,5S)-3-ethylbicyclo[3.2.0]hept-3-en-6-ylidene]acetate). The reactants are C(C)C=1C[C@@H]2CC([C@@H]2C1)=O ((1R,5S)-3-Ethylbicyclo[3.2.0]hept-3-en-6-one), COP(=O)(OC)CC(=O)OC(C)(C)C (Tert-butyl (dimethoxyphosphoryl)acetate), CC(C)([O-])C.[K+] (Potassium t-butoxide). The reagents and catalysts are CC(C)([O-])C.[K+] (Potassium t-butoxide), C(C)(C)(C)OC(CP(=O)(OC)OC)=O (tert-butyl(dimethoxyphosphoryl)acetate). Isolated yield 134.2%. Reaction conditions: temperature 5 celsius, time 1 hour. Procedure details: Potassium t-butoxide (8.66 g) was dissolved in tetrahydrofuran (50 mL) under a nitrogen atmosphere, and the solution was then cooled to approximately 5° C. Tert-butyl (dimethoxyphosphoryl)acetate (17.30 g) was added thereto at 15° C. or lower, and the mixture was stirred at 5 to 15° C. for 1 hour. (1R,5S)-3-Ethylbicyclo[3.2.0]hept-3-en-6-one (10.00 g) and tetrahydrofuran (25 mL) were further added thereto, and the mixture was stirred at 5 to 15° C. for 1.5 hours. Potassium t-butoxide (0.90 g) an... As a reaction SMILES: CC(C)([O-])C.[K+].COP([CH2:13][C:14]([O:16][C:17]([CH3:20])([CH3:19])[CH3:18])=[O:15])(OC)=O.[CH2:21]([C:23]1[CH2:24][C@H:25]2[C@@H:28]([CH:29]=1)[C:27](=O)[CH2:26]2)[CH3:22]>O1CCCC1.CC(C)([O-])C.[K+].C(OC(=O)CP(OC)(OC)=O)(C)(C)C>[CH2:21]([C:23]1[CH2:29][C@H:28]2[C@@H:25]([CH:24]=1)[C:26](=[CH:13][C:14]([O:16][C:17]([CH3:20])([CH3:19])[CH3:18])=[O:15])[CH2:27]2)[CH3:22] |f:0.1,5.6|. The solvent is O1CCCC1 (tetrahydrofuran), O1CCCC1 (tetrahydrofuran). Starting materials: CO, [H][H], CC(C)(C)OC(=O)NC(Cc1ccccc1)C1CC(Cc2ccccc2)=NO1. The product is CC(C)(C)OC(=O)NC(Cc1ccccc1)C(O)CC(N)Cc1ccccc1. As a reaction SMILES: [CH3:31][OH:32].[H:29][H:30].[c:1]1([CH2:7][C:8]2=[N:9][O:10][CH:11]([CH:13]([CH2:14][c:15]3[cH:16][cH:17][cH:18][cH:19][cH:20]3)[NH:21][C:22](=[O:23])[O:24][C:25]([CH3:26])([CH3:27])[CH3:28])[CH2:12]2)[cH:2][cH:3][cH:4][cH:5][cH:6]1>>[c:1]1([CH2:7][CH:8]([NH2:9])[CH2:12][CH:11]([OH:10])[CH:13]([CH2:14][c:15]2[cH:16][cH:17][cH:18][cH:19][cH:20]2)[NH:21][C:22](=[O:23])[O:24][C:25]([CH3:26])([CH3:27])[CH3:28])[cH:2][cH:3][cH:4][cH:5][cH:6]1.